Dataset: the Open Reaction Database (ORD), a public repository of structured organic reaction records. Task: describe an organic reaction: reactants, conditions, products, and yield Reactants: C1CCOC1, COC=C(c1nccc(Cl)c1OC(F)F)C1CC1, O=S(=O)(O)O. Product: O=CC(c1nccc(Cl)c1OC(F)F)C1CC1. As a reaction SMILES: [CH2:19]1[O:20][CH2:21][CH2:22][CH2:23]1.[Cl:1][c:2]1[c:3]([O:15][CH:16]([F:17])[F:18])[c:4]([C:8](=[CH:9][O:10][CH3:11])[CH:12]2[CH2:13][CH2:14]2)[n:5][cH:6][cH:7]1.[S:24](=[O:25])(=[O:26])([OH:27])[OH:28]>>[Cl:1][c:2]1[c:3]([O:15][CH:16]([F:17])[F:18])[c:4]([CH:8]([CH:9]=[O:10])[CH:12]2[CH2:13][CH2:14]2)[n:5][cH:6][cH:7]1. Reactants: Cl (Hydrochloric acid), CC(=O)C1CC1 (Cyclopropyl methyl ketone), [H-].[Na+] (sodium hydride), CSC1=CC=C(C(=O)OCC)C=C1 (ethyl 4-(methylsulphenyl)benzoate). Run in O1CCOCC1 (dioxane). Reaction conditions: temperature 60 celsius, time 20 minute. Yields the product C1(CC1)C(CC(=O)C1=CC=C(C=C1)SC)=O (3-cyclopropyl-1-[4-(methylsulphenyl)-phenyl]-propan-1,3-dione). Isolated yield 49.4%. As a reaction SMILES: [CH3:1][C:2]([CH:4]1[CH2:6][CH2:5]1)=[O:3].[H-].[Na+].[CH3:9][S:10][C:11]1[CH:21]=[CH:20][C:14]([C:15](OCC)=[O:16])=[CH:13][CH:12]=1.Cl>O1CCOCC1>[CH:4]1([C:2](=[O:3])[CH2:1][C:15]([C:14]2[CH:20]=[CH:21][C:11]([S:10][CH3:9])=[CH:12][CH:13]=2)=[O:16])[CH2:6][CH2:5]1 |f:1.2|. Reported procedure: Cyclopropyl methyl ketone (0.84 g) was added to a suspension of sodium hydride (80%, 0.3 g) in dioxane. The mixture was stirred for 20 minutes and ethyl 4-(methylsulphenyl)benzoate (1.0 g) was added. The mixture was stirred and heated at 45° C. for 1.5 hours and at 60° C. for 2 hours. It was left to stand at room temperature overnight. Hydrochloric acid (2M) was added and the mixture was extracted with ethyl acetate, washed with water, dried (MgSO4) and filtered. The flitrate was evaporated to d...